From a dataset of the Open Reaction Database (ORD), a public repository of structured organic reaction records. describe an organic reaction: reactants, conditions, products, and yield Reaction SMILES: [CH3:18][N:19]1[CH2:20][CH2:21][NH:22][CH2:23][CH2:24]1.[Cl:1][c:2]1[cH:3][c:4]2[n:5]([c:6]([NH:8][c:9]3[n:10][nH:11][c:12]([CH3:14])[cH:13]3)[n:7]1)[cH:15][cH:16][n:17]2.[O:25]=[CH:26][N:27]([CH3:28])[CH3:29]>>[c:2]1([N:22]2[CH2:21][CH2:20][N:19]([CH3:18])[CH2:24][CH2:23]2)[cH:3][c:4]2[n:5]([c:6]([NH:8][c:9]3[n:10][nH:11][c:12]([CH3:14])[cH:13]3)[n:7]1)[cH:15][cH:16][n:17]2. The product is Cc1cc(Nc2nc(N3CCN(C)CC3)cc3nccn23)n[nH]1. Starting materials: CN1CCNCC1, Cc1cc(Nc2nc(Cl)cc3nccn23)n[nH]1, CN(C)C=O. The reactants are COC(=O)c1nn2c(c1OCc1ccccc1)C(=O)N(C)CC2(C)C(=O)O, C1CCOC1, CNC. The product is COC(=O)c1nn2c(c1OCc1ccccc1)C(=O)N(C)CC2(C)C(=O)N(C)C. As a reaction SMILES: [CH2:1]([c:2]1[cH:3][cH:4][cH:5][cH:6][cH:7]1)[O:8][c:9]1[c:10]([C:24](=[O:25])[O:26][CH3:27])[n:11][n:12]2[c:13]1[C:14](=[O:23])[N:15]([CH3:22])[CH2:16][C:17]2([C:18](=[O:19])[OH:20])[CH3:21].[CH2:31]1[O:32][CH2:33][CH2:34][CH2:35]1.[CH3:28][NH:29][CH3:30]>>[CH2:1]([c:2]1[cH:3][cH:4][cH:5][cH:6][cH:7]1)[O:8][c:9]1[c:10]([C:24](=[O:25])[O:26][CH3:27])[n:11][n:12]2[c:13]1[C:14](=[O:23])[N:15]([CH3:22])[CH2:16][C:17]2([C:18](=[O:19])[N:29]([CH3:28])[CH3:30])[CH3:21]. The reactants are CCOC(=O)C (EtOAc), COC(=O)C=1C(=C2C=C(C(N(C2=C(N1)Br)CC1=CC=CC=C1)=O)C1=CC=C(C=C1)C(F)(F)F)O (1-benzyl-8-bromo-5-hydroxy-2-oxo-3-(4-trifluoromethyl-phenyl)-1,2-dihydro-[1,7]naphthyridine-6-carboxylic acid methyl ester), C(CCC)[Sn](C=1C=NC=CC1)(CCCC)CCCC (3-tributylstannanyl-pyridine), Cl (HCl). Reagents/catalysts: Cl[Pd]([P](C1=CC=CC=C1)(C2=CC=CC=C2)C3=CC=CC=C3)([P](C4=CC=CC=C4)(C5=CC=CC=C5)C6=CC=CC=C6)Cl (PdCl2(PPh3)2). Run in O (water), CN(C)C=O (DMF). Reaction conditions: temperature 120 celsius. Yields the product COC(=O)C=1C(=C2C=C(C(N(C2=C(N1)C=1C=NC=CC1)CC1=CC=CC=C1)=O)C1=CC=C(C=C1)C(F)(F)F)O (1-Benzyl-5-hydroxy-2-oxo-8-pyridin-3-yl-3-(4-trifluoromethyl-phenyl)-1,2-dihydro-[1,7]naphthyridine-6-carboxylic acid methyl ester). Isolated yield 43.0%. As a reaction SMILES: [CH3:1][O:2][C:3]([C:5]1[C:6]([OH:34])=[C:7]2[C:12](=[C:13](Br)[N:14]=1)[N:11]([CH2:16][C:17]1[CH:22]=[CH:21][CH:20]=[CH:19][CH:18]=1)[C:10](=[O:23])[C:9]([C:24]1[CH:29]=[CH:28][C:27]([C:30]([F:33])([F:32])[F:31])=[CH:26][CH:25]=1)=[CH:8]2)=[O:4].C([Sn](CCCC)(CCCC)[C:40]1[CH:41]=[N:42][CH:43]=[CH:44][CH:45]=1)CCC.CCOC(C)=O.Cl>CN(C=O)C.Cl[Pd](Cl)([P](C1C=CC=CC=1)(C1C=CC=CC=1)C1C=CC=CC=1)[P](C1C=CC=CC=1)(C1C=CC=CC=1)C1C=CC=CC=1.O>[CH3:1][O:2][C:3]([C:5]1[C:6]([OH:34])=[C:7]2[C:12](=[C:13]([C:40]3[CH:41]=[N:42][CH:43]=[CH:44][CH:45]=3)[N:14]=1)[N:11]([CH2:16][C:17]1[CH:22]=[CH:21][CH:20]=[CH:19][CH:18]=1)[C:10](=[O:23])[C:9]([C:24]1[CH:29]=[CH:28][C:27]([C:30]([F:33])([F:32])[F:31])=[CH:26][CH:25]=1)=[CH:8]2)=[O:4] |^1:68,87|. Procedure: A mixture of 1-benzyl-8-bromo-5-hydroxy-2-oxo-3-(4-trifluoromethyl-phenyl)-1,2-dihydro-[1,7]naphthyridine-6-carboxylic acid methyl ester (76 mg, 0.14 mmol), 3-tributylstannanyl-pyridine (0.068 mL, 0.21 mmol) and PdCl2(PPh3)2 (20 mg, 0.029 mmol) in 4 mL of DMF was heated at 120° C. for 2.5 h under nitrogen atmosphere. After the mixture was cooled to r.t., EtOAc and water were added. 1 M HCl was added with stirring until pH was about 3-4. The aqueous layer was extracted with additional EtOAc, and ... Starting materials: CCOC(=O)c1ccc(N2CCCC2)c2ccccc12, C1CCOC1, CCOC(C)=O, [Li+], [OH-], O. Product: O=C(O)c1ccc(N2CCCC2)c2ccccc12. Reaction SMILES: [CH2:1]([CH3:2])[O:3][C:4](=[O:5])[c:6]1[cH:7][cH:8][c:9]([N:16]2[CH2:17][CH2:18][CH2:19][CH2:20]2)[c:10]2[cH:11][cH:12][cH:13][cH:14][c:15]12.[CH2:24]1[O:25][CH2:26][CH2:27][CH2:28]1.[CH3:29][CH2:30][O:31][C:32](=[O:33])[CH3:34].[Li+:22].[OH-:21].[OH2:23]>>[O:3]=[C:4]([OH:5])[c:6]1[cH:7][cH:8][c:9]([N:16]2[CH2:17][CH2:18][CH2:19][CH2:20]2)[c:10]2[cH:11][cH:12][cH:13][cH:14][c:15]12. Starting materials: CC(=O)Oc1c(C(C)(C)C)cc2c(c1C(C)(C)C)CC(C)(COc1ccc([N+](=O)[O-])cc1)O2, C, CCOC(C)=O, [Pd]. Yields the product CC(=O)Oc1c(C(C)(C)C)cc2c(c1C(C)(C)C)CC(C)(COc1ccc(N)cc1)O2. As a reaction SMILES: [C:1]([CH3:2])(=[O:3])[O:4][c:5]1[c:6]([C:30]([CH3:31])([CH3:32])[CH3:33])[cH:7][c:8]2[c:9]([c:25]1[C:26]([CH3:27])([CH3:28])[CH3:29])[CH2:10][C:11]([CH2:13][O:14][c:15]1[cH:16][cH:17][c:18]([N+:21]([O-:22])=[O:23])[cH:19][cH:20]1)([CH3:24])[O:12]2.[C:40].[CH3:34][CH2:35][O:36][C:37](=[O:38])[CH3:39].[Pd:41]>>[C:1]([CH3:2])(=[O:3])[O:4][c:5]1[c:6]([C:30]([CH3:31])([CH3:32])[CH3:33])[cH:7][c:8]2[c:9]([c:25]1[C:26]([CH3:27])([CH3:28])[CH3:29])[CH2:10][C:11]([CH2:13][O:14][c:15]1[cH:16][cH:17][c:18]([NH2:21])[cH:19][cH:20]1)([CH3:24])[O:12]2. The reactants are C(C1=CC=CC=C1)N1CCC2(C(N=CN2C2=CC=C(C=C2)F)=O)CC1 (8-benzyl-1-(4-fluoro-phenyl)-1,3,8-triaza-spiro[4.5]dec-2-en-4-one). The reagents and catalysts are [Pd] (Pd on charcoal). Run in CO (methanol), C(C)(=O)O (acetic acid). Run at time 16 hour. Yields the product FC1=CC=C(C=C1)N1CNC(C12CCNCC2)=O (1-(4-fluoro-phenyl)-1,3,8-triaza-spiro[4.5]decan-4-one). As a reaction SMILES: C([N:8]1[CH2:25][CH2:24][C:11]2([N:15]([C:16]3[CH:21]=[CH:20][C:19]([F:22])=[CH:18][CH:17]=3)[CH:14]=[N:13][C:12]2=[O:23])[CH2:10][CH2:9]1)C1C=CC=CC=1>CO.C(O)(=O)C.[Pd]>[F:22][C:19]1[CH:20]=[CH:21][C:16]([N:15]2[C:11]3([CH2:10][CH2:9][NH:8][CH2:25][CH2:24]3)[C:12](=[O:23])[NH:13][CH2:14]2)=[CH:17][CH:18]=1. Procedure: To a solution of 81 g 8-benzyl-1-(4-fluoro-phenyl)-1,3,8-triaza-spiro[4.5]dec-2-en-4-one in 960 ml methanol and 24 ml acetic acid were added 21.2 g 10% Pd on charcoal and stirred for 16 h under a hydrogen atmosphere at ambient temperature. The reaction mixture was filtered, concentrated, diluted with 100 ml water, made alkaline with sat NaHCO3 solution and extracted with dichloromethane. The combined organic extracts were washed with brine, dried over Na2SO4, filtered and evaporated. The residue...